This data is from the Open Reaction Database (ORD), a public repository of structured organic reaction records. The task is: describe an organic reaction: reactants, conditions, products, and yield Reactants: CC(C)(C)C(=O)Cl, ClCCl, CCN(C(C)C)C(C)C, Cl, CCOC(=O)CN. Yields the product CCOC(=O)CNC(=O)C(C)(C)C. Reaction SMILES: [C:9]([C:10]([CH3:11])([CH3:12])[CH3:13])(=[O:14])[Cl:15].[CH2:25]([Cl:26])[Cl:27].[CH:16]([N:17]([CH2:18][CH3:19])[CH:20]([CH3:21])[CH3:22])([CH3:23])[CH3:24].[ClH:1].[NH2:2][CH2:3][C:4](=[O:5])[O:6][CH2:7][CH3:8]>>[NH:2]([CH2:3][C:4](=[O:5])[O:6][CH2:7][CH3:8])[C:9]([C:10]([CH3:11])([CH3:12])[CH3:13])=[O:14]. Reactants: resultant solution, [N-](C#N)C#N.[Na+] (sodium dicyanamide), NC1=CC=C(C=C1)C=1C(CC(NN1)=O)C (6-(4-aminophenyl)-5-methyl-4,5-dihydro-3(2H)-pyridazinone), C(C)(=O)O (acetic acid), Cl (hydrochloric acid). Run in O (water). Product: C(#N)N=C(NC1=CC=C(C=C1)C=1C(CC(NN1)=O)C)N (6-[4-(N2 -Cyanoguanidino)phenyl]-5-methyl-4,5-dihydro-3(2H)-pyridazinone). Yield: 24.8%. Reaction SMILES: [N-:1]([C:4]#[N:5])[C:2]#[N:3].[Na+].[NH2:7][C:8]1[CH:13]=[CH:12][C:11]([C:14]2[CH:15]([CH3:21])[CH2:16][C:17](=[O:20])[NH:18][N:19]=2)=[CH:10][CH:9]=1.C(O)(=O)C.Cl>O>[C:2]([N:1]=[C:4]([NH2:5])[NH:7][C:8]1[CH:13]=[CH:12][C:11]([C:14]2[CH:15]([CH3:21])[CH2:16][C:17](=[O:20])[NH:18][N:19]=2)=[CH:10][CH:9]=1)#[N:3] |f:0.1|. Procedure: A solution of sodium dicyanamide (0.5 g) in water (20 ml) was added to a solution of 6-(4-aminophenyl)-5-methyl-4,5-dihydro-3(2H)-pyridazinone (1.0 g) in a mixture of aqueous acetic acid (20 ml) and 10M hydrochloric acid (0.5 ml). The resultant solution was stirred at room temperature for 3 days. A precipitate formed which was collected, washed with water and then with ethanol, and dried to give the title compound (0.33 g), thin layer chromatography and nuclear magnetic resonance spectroscopy sh... Reaction conditions: temperature 0 celsius. Reaction SMILES: C(OC(=O)C[C:6]([CH2:8][CH:9]([CH2:18][C:19](=[O:26])CC(OCC)=O)[C:10]1[CH:15]=[CH:14][C:13]([F:16])=[C:12]([F:17])[CH:11]=1)=[O:7])C.[OH-:28].[Na+].C([OH:32])C>>[F:17][C:12]1[CH:11]=[C:10]([CH:9]([CH2:8][C:6]([OH:7])=[O:32])[CH2:18][C:19]([OH:26])=[O:28])[CH:15]=[CH:14][C:13]=1[F:16] |f:1.2|. Yields the product FC=1C=C(C=CC1F)C(CC(=O)O)CC(=O)O (3-(3,4-Difluorophenyl)glutaric acid). Reactants: C(C)OC(CC(=O)CC(C1=CC(=C(C=C1)F)F)CC(CC(=O)OCC)=O)=O (Diethyl-3,4-difluorobenzal-bis-acetoacetate), [OH-].[Na+] (NaOH), C(C)O (ethanol). Procedure details: Diethyl-3,4-difluorobenzal-bis-acetoacetate (11 g) in ethanol (150 mL) was treated with 50% NaOH (150 mL) and heated at reflux for 4 hours. Approximately 100 mL of solvent was removed by distillation. The remaining solution was cooled to 0° C. and sufficient HCl was added dropwise to adjust the pH to 1. The resulting solution was extracted with EtOAc (3×300 mL) and the combined extracts dried over MgSO4, filtered and concentrated under reduced pressure to give the title compound as a white solid... Product: CC1=C(C=CC(=C1)O)N1CCC=2C(NC=3C(=CC=CC3C21)C)=O (1-(2-methyl-4-hydroxyphenyl)-4 -oxo-6-methyl-2,3,4,5-tetrahydropyrrolo[3,2-c]quinoline). Isolated yield 68.5%. Run at temperature 250 celsius. RXN SMILES: [O:1]=[C:2]1[CH:11]2[CH2:12][CH2:13]O[C:10]2=[C:9]2[C:4]([C:5]([CH3:15])=[CH:6][CH:7]=[CH:8]2)=[N:3]1.[NH2:16][C:17]1[C:18]([CH3:24])=[CH:19][C:20]([OH:23])=[CH:21][CH:22]=1.O>C(O)COCCO>[CH3:24][C:18]1[CH:19]=[C:20]([OH:23])[CH:21]=[CH:22][C:17]=1[N:16]1[C:10]2[C:9]3[CH:8]=[CH:7][CH:6]=[C:5]([CH3:15])[C:4]=3[NH:3][C:2](=[O:1])[C:11]=2[CH2:12][CH2:13]1. Procedure details: 4-Oxo-6-methyl-2,3-dihydrofuro[3,2-c]quinoline (201 mg, 1.0 mmol) was dissolved in 10 ml of diethylene glycol in a pressure tube and 4-amino-m-cresol (308 mg, 2.5 mmol) was added under nitrogen. The reaction mixture was heated at 250° C. for 15 hours. The reaction mixture was diluted in 20 ml of salt water and the aqueous layer was extracted by methylene chloride (15 ml×3). After washing with water (15 ml×3), the organic layer was dried by anhydrous magnesium sulfate and filtered, and concentrat... Solvent: salt, C(COCCO)O (diethylene glycol). Reactants: O (water), NC=1C(=CC(=CC1)O)C (4-amino-m-cresol), O=C1N=C2C(=CC=CC2=C2C1CCO2)C (4-Oxo-6-methyl-2,3-dihydrofuro[3,2-c]quinoline).